Dataset: the Open Reaction Database (ORD), a public repository of structured organic reaction records. Task: describe an organic reaction: reactants, conditions, products, and yield Starting materials: NN (Hydrazine), N1(C=NC=C1)N(C1=CC=C(C=C1)[N+](=O)[O-])C1=CC=C(C#N)C=C1 (4-[N-(1H-imidazol-1-yl)-N-(4-nitrophenyl)amino]benzonitrile). The reagents and catalysts are [Ru] (ruthenium). Run in C(C)O (ethanol). The product is NC1=CC=C(C=C1)N(N1C=NC=C1)C1=CC=C(C#N)C=C1 (4-[N-(4-aminophenyl)-N-(1H-imidazol-1-yl)amino]benzonitrile). Isolated yield 48.1%. As a reaction SMILES: NN.[N:3]1([N:8]([C:18]2[CH:25]=[CH:24][C:21]([C:22]#[N:23])=[CH:20][CH:19]=2)[C:9]2[CH:14]=[CH:13][C:12]([N+:15]([O-])=O)=[CH:11][CH:10]=2)[CH:7]=[CH:6][N:5]=[CH:4]1>C(O)C.[Ru]>[NH2:15][C:12]1[CH:11]=[CH:10][C:9]([N:8]([C:18]2[CH:25]=[CH:24][C:21]([C:22]#[N:23])=[CH:20][CH:19]=2)[N:3]2[CH:7]=[CH:6][N:5]=[CH:4]2)=[CH:14][CH:13]=1. Procedure details: Hydrazine (1.52 ml, 49.00 mmol) was added portionwise to a suspension of 4-[N-(1H-imidazol-1-yl)-N-(4-nitrophenyl)amino]benzonitrile (3.00 g, 9.80 mM) and ruthenium, 5 wt. % on carbon (0.30 g, 0.15 mM) in ethanol (35 ml) at reflux with stirring. When TLC showed complete reaction, the mixture was cooled and the catalyst was filtered. The solvent was concentrated under vacuum. The residue was poured into water and extracted with dichloromethane, dried over Na2SO4, filtered, and concentrated under ... Starting materials: ClC1=C(C(=C(C(=O)O)C(=C1)Cl)[N+](=O)[O-])OC (4,6-Dichloro-3-methoxy-2-nitrobenzoic Acid), CC(=O)C (acetone), C(=O)([O-])[O-].[K+].[K+] (K2CO3). The reagents and catalysts are IC (iodomethane). Run in O (H2O). Conditions: temperature 60 celsius, time 30 minute. Product: ClC1=C(C(=C(C(=O)OC)C(=C1)Cl)[N+](=O)[O-])OC (Methyl 4,6-dichloro-3-methoxy-2-nitrobenzoate). Yield: 91.0%. Reaction SMILES: [Cl:1][C:2]1[CH:10]=[C:9]([Cl:11])[C:5]([C:6]([OH:8])=[O:7])=[C:4]([N+:12]([O-:14])=[O:13])[C:3]=1[O:15][CH3:16].[CH3:17]C(C)=O.C([O-])([O-])=O.[K+].[K+]>IC.O>[Cl:1][C:2]1[CH:10]=[C:9]([Cl:11])[C:5]([C:6]([O:8][CH3:17])=[O:7])=[C:4]([N+:12]([O-:14])=[O:13])[C:3]=1[O:15][CH3:16] |f:2.3.4|. Reported procedure: To the phenol 1-7 (10.4 g, 39.1 mmol) in HPLC grade acetone (150 mL) was added K2CO3 (15 g, 108.5 mmol) and iodomethane (5 mL, 80. 3 mmol). The reaction was heated to 60° C. for 22 h. The flask was cooled and then H2O (40 mL) was added and the mixture stirred for 30 min. The volatiles were removed in vacuo and the residue was taken up in CH2Cl2 and H2O. After extracting into CH2Cl2 (×3), the combined organic layers were washed with H2O, dried over Na2SO4, filtered and concentrated to give the me... Reactants: N1C=CC=C1.[K] (Potassium pyrrole), Cl (hydrochloric acid), ICCCC (1-iodobutane), N1C(=O)NC(=O)C(=O)C1=O (alloxan). Solvent: C(C)O (ethanol), O1CCCC1 (tetrahydrofuran). Product: N1C(NC(CC1=O)=O)=O (2,4,6-(1H,3H,5H)pyrimidinetrione). Isolated yield 132.7%. RXN SMILES: N1C=CC=C1.[K].ICCCC.[NH:12]1[C:20](=[O:21])[C:18](=O)[C:16](=[O:17])[NH:15][C:13]1=[O:14].Cl>C(O)C.O1CCCC1>[NH:12]1[C:20](=[O:21])[CH2:18][C:16](=[O:17])[NH:15][C:13]1=[O:14] |f:0.1,^1:5|. Reported procedure: Potassium pyrrole (3.0 g., 0.03 mole), 1-iodobutane (9.2 g., 0.05 moles) and 10 ml. of tetrahydrofuran were combined and refluxed for 1.5 hours by which time the reaction mixture had become a thick mass. The reaction mixture was diluted with 30 ml. of water and extracted with 35 ml. of ether. The ether was backwashed with water, then added to a solution of anhydrous alloxan (4.8 g., 0.03 mole) obtained by heating in 50 ml. of ethanol. The ether was distilled away, 6N hydrochloric acid (5 ml., 0.... The reactants are CN1CS(C2=C1C=CC(=C2)C(C2=CC=CC=C2)=O)=O (3-Methyl-6-Benzoylbenzothiazolinone), [BH4-].[Na+] (sodium borohydride). The solvent is CO (methanol). Yields the product CN1CS(C2=C1C=CC(=C2)C(C2=CC=CC=C2)O)=O (3-Methyl-6-(1-Hydroxy-1-Phenylmethyl)Benzothiazolinone). As a reaction SMILES: [CH3:1][N:2]1[C:6]2[CH:7]=[CH:8][C:9]([C:11](=[O:18])[C:12]3[CH:17]=[CH:16][CH:15]=[CH:14][CH:13]=3)=[CH:10][C:5]=2[S:4](=[O:19])[CH2:3]1.[BH4-].[Na+]>CO>[CH3:1][N:2]1[C:6]2[CH:7]=[CH:8][C:9]([CH:11]([OH:18])[C:12]3[CH:17]=[CH:16][CH:15]=[CH:14][CH:13]=3)=[CH:10][C:5]=2[S:4](=[O:19])[CH2:3]1 |f:1.2|. Procedure details: 0.02 mol of 3-methyl-6-benzoylbenzothiazolinone prepared in Example 2 are dissolved, with magnetic stirring, in 200 cm3 of methanol in a 250 cm3 flask. 0.04 mol of sodium borohydride is added very slowly, with agitation. The agitation is maintained for 4 hours at ambient temperature. The reaction medium is evaporated under vacuum on a water bath The residue is taken up in water, and the precipitate formed is drained and dried. Starting materials: COc1cc(C(=O)N2CCC(CCN3CCC(Nc4nc5ccccc5[nH]4)CC3)(c3ccccc3)C2)cc(OC)c1OC, CS(=O)(=O)O, CCOC(C)=O. Product: COc1cc(C(=O)N2CCC(CCN3CCC(Nc4nc5ccccc5[nH]4)CC3)(c3ccccc3)C2)cc(OC)c1OC, CS(=O)(=O)O. Reaction SMILES: [CH3:1][O:2][c:3]1[cH:4][c:5]([C:6](=[O:7])[N:8]2[CH2:9][C:10]([c:13]3[cH:14][cH:15][cH:16][cH:17][cH:18]3)([CH2:19][CH2:20][N:21]3[CH2:22][CH2:23][CH:24]([NH:27][c:28]4[n:29][c:30]5[c:31]([nH:32]4)[cH:33][cH:34][cH:35][cH:36]5)[CH2:25][CH2:26]3)[CH2:11][CH2:12]2)[cH:37][c:38]([O:42][CH3:43])[c:39]1[O:40][CH3:41].[CH3:44][S:45]([OH:46])(=[O:47])=[O:48].[CH3:49][CH2:50][O:51][C:52](=[O:53])[CH3:54]>>[CH3:1][O:2][c:3]1[cH:4][c:5]([C:6](=[O:7])[N:8]2[CH2:9][C:10]([c:13]3[cH:14][cH:15][cH:16][cH:17][cH:18]3)([CH2:19][CH2:20][N:21]3[CH2:22][CH2:23][CH:24]([NH:27][c:28]4[nH:29][c:30]5[c:31]([n:32]4)[cH:33][cH:34][cH:35][cH:36]5)[CH2:25][CH2:26]3)[CH2:11][CH2:12]2)[cH:37][c:38]([O:42][CH3:43])[c:39]1[O:40][CH3:41].[CH3:44][S:45](=[O:46])(=[O:47])[OH:48]. Reaction SMILES: C(O)C(N)(CO)CO.[Cl-:9].[Cl-].[Cl-].[Cr+3:12].[CH3:13][Si:14]([CH:17]([Li:22])[Si:18]([CH3:21])([CH3:20])[CH3:19])([CH3:16])[CH3:15]>C(OCC)C>[CH3:13][Si:14]([CH:17]([Cr+2:12])[Si:18]([CH3:21])([CH3:20])[CH3:19])([CH3:16])[CH3:15].[Cl-:9].[Li+:22] |f:1.2.3.4,8.9|. Procedure details: Tris[bis(trimethylsilyl)methyl chromium(III) was synthesized according to the method described in J. Chem. Soc. Dalton, 734 (1977) as follows. 0.48 g (3.03 mmol) of anhydrous chromium trichloride (a product of Nakalai Tesque Inc.) was put into a 100 ml flask the inner atmosphere of which had previously been replaced by nitrogen gas, and 50 ml of diethyl ether was then added to the flask to prepare a slurry. After cooling the flask with a dry ice-alcohol bath, 17. 1 ml (9.09 mmol) of a diethyl et... Reaction conditions: time 2 hour. Product: C[Si](C)(C)C([Si](C)(C)C)[Cr+2] (bis(trimethylsilyl)methyl chromium(III)), [Cl-].[Li+] (lithium chloride). Reactants: C[Si](C)(C)C([Si](C)(C)C)[Li] (bis(trimethylsilyl)methyl lithium), ( 1 ), C(C(CO)(CO)N)O (Tris), [Cl-].[Cl-].[Cl-].[Cr+3] (chromium trichloride). Run in C(C)OCC (diethyl ether), C(C)OCC (diethyl ether). The reactants are O=C([O-])C=CC(=O)[O-], [Cl-], ClCCN1CCCCC1, Cl, [K+], [Na+], C1CCOC1, [OH-], O=C(O)C=CC(=O)O, FC(F)(F)c1ccc2c(c1)C(c1ccccc1)=NCC(=S)N2. Yields the product O=C(O)C=CC(=O)O, FC(F)(F)c1ccc2c(c1)C(c1ccccc1)=NCC(SCCN1CCCCC1)=N2. Reaction SMILES: [C:35]([CH:36]=[CH:37][C:38](=[O:39])[O-:40])(=[O:41])[O-:42].[Cl-:52].[Cl:26][CH2:27][CH2:28][N:29]1[CH2:30][CH2:31][CH2:32][CH2:33][CH2:34]1.[ClH:25].[K+:24].[Na+:51].[O:53]1[CH2:54][CH2:55][CH2:56][CH2:57]1.[OH-:23].[OH:43][C:44]([CH:45]=[CH:46][C:47](=[O:48])[OH:49])=[O:50].[c:1]1([C:7]2=[N:8][CH2:9][C:10](=[S:22])[NH:11][c:12]3[c:13]2[cH:14][c:15]([C:18]([F:19])([F:20])[F:21])[cH:16][cH:17]3)[cH:2][cH:3][cH:4][cH:5][cH:6]1>>[C:35]([CH:36]=[CH:37][C:38](=[O:39])[OH:40])(=[O:41])[OH:42].[c:1]1([C:7]2=[N:8][CH2:9][C:10]([S:22][CH2:27][CH2:28][N:29]3[CH2:30][CH2:31][CH2:32][CH2:33][CH2:34]3)=[N:11][c:12]3[c:13]2[cH:14][c:15]([C:18]([F:19])([F:20])[F:21])[cH:16][cH:17]3)[cH:2][cH:3][cH:4][cH:5][cH:6]1.